Dataset: the Open Reaction Database (ORD), a public repository of structured organic reaction records. Task: describe an organic reaction: reactants, conditions, products, and yield Starting materials: OCCN1CCNCC1 (2-hydroxyethylpiperazine), FC1=CC=C(C=O)C=C1 (4-fluorobenzaldehyde), C([O-])([O-])=O.[K+].[K+] (potassium carbonate), three, ice water. The reagents and catalysts are CCCCCCCC[N+](C)(CCCCCCCC)CCCCCCCC.[Cl-] (Aliquat 336). Run in CS(=O)C (dimethylsulfoxide). Reaction conditions: temperature 95 celsius. Yields the product OCCN1C(CNCC1)C1=CC=C(C=O)C=C1 (4-[N-(2-Hydroxyethyl)piperazinyl]benzaldehyde). RXN SMILES: [OH:1][CH2:2][CH2:3][N:4]1[CH2:9][CH2:8][NH:7][CH2:6][CH2:5]1.F[C:11]1[CH:18]=[CH:17][C:14]([CH:15]=[O:16])=[CH:13][CH:12]=1.C(=O)([O-])[O-].[K+].[K+]>CCCCCCCC[N+](CCCCCCCC)(CCCCCCCC)C.[Cl-].CS(C)=O>[OH:1][CH2:2][CH2:3][N:4]1[CH2:9][CH2:8][NH:7][CH2:6][CH:5]1[C:11]1[CH:18]=[CH:17][C:14]([CH:15]=[O:16])=[CH:13][CH:12]=1 |f:2.3.4,5.6|. Reported procedure: A two liter three necked flask fitted with a mechanical stirrer, thermometer and condenser is charged with 304 g of 2-hydroxyethylpiperazine, 74.4 g of 4-fluorobenzaldehyde, 1 ml of Aliquat 336, 750 ml of dimethylsulfoxide, and 82.8 g of anhydrous potassium carbonate. The mixture is heated at 95° C. for three days. The reaction mixture then is cooled and poured into 3 liters of ice water. The resultant solid precipitate is filtered, washed with water, and vacuum dried. The crude solid is recryst... Reactants: CCO, O=C1c2ccccc2C(=O)N1CCCCN1CCN(c2ccccc2)CC1. Product: NCCCCN1CCN(c2ccccc2)CC1. Reaction SMILES: [CH3:28][CH2:29][OH:30].[c:1]1([N:7]2[CH2:8][CH2:9][N:10]([CH2:13][CH2:14][CH2:15][CH2:16][N:17]3[C:18](=[O:19])[c:20]4[cH:21][cH:22][cH:23][cH:24][c:25]4[C:26]3=[O:27])[CH2:11][CH2:12]2)[cH:2][cH:3][cH:4][cH:5][cH:6]1>>[c:1]1([N:7]2[CH2:8][CH2:9][N:10]([CH2:13][CH2:14][CH2:15][CH2:16][NH2:17])[CH2:11][CH2:12]2)[cH:2][cH:3][cH:4][cH:5][cH:6]1. RXN SMILES: [NH:1]1[CH:5]=[CH:4][N:3]=[CH:2]1.[H-].[Na+].Cl[C:9]1[N:18]=[C:17]([NH:19][CH2:20][C:21]2[CH:26]=[CH:25][C:24]3[O:27][CH2:28][O:29][C:23]=3[CH:22]=2)[C:16]2[CH2:15][C:14](Cl)([Cl:30])[CH:13]=[CH:12][C:11]=2[N:10]=1.O>CN(C)C=O>[N:1]1([C:9]2[N:18]=[C:17]([NH:19][CH2:20][C:21]3[CH:26]=[CH:25][C:24]4[O:27][CH2:28][O:29][C:23]=4[CH:22]=3)[C:16]3[C:11](=[CH:12][CH:13]=[C:14]([Cl:30])[CH:15]=3)[N:10]=2)[CH:5]=[CH:4][N:3]=[CH:2]1 |f:1.2|. Run in CN(C=O)C (dimethylformamide). Conditions: time 10 minute. Isolated yield 65.8%. The product is N1(C=NC=C1)C1=NC2=CC=C(C=C2C(=N1)NCC1=CC2=C(C=C1)OCO2)Cl (2-(1-Imidazolyl)-4-(3,4-methylenedioxybenzyl)amino-6-chloroquinazoline). Procedure details: 103 mg of imidazole was added to a suspension of 66 mg of sodium hydride in 6 ml of dimethylformamide at 0° C. The obtained mixture was stirred for 10 minutes. 500 mg of 2,6-dichloro-4-(3,4-methylenedioxybenzyl)amino-6-chloroquinazoline was added to the resulting mixture at room temperature. The mixture thus prepared was stirred at 100° C. for 20 minutes, followed by the addition of water. The crystals precipitated were recovered by filtration and washed with water and ethanol/acetone successive... Starting materials: O (water), N1C=NC=C1 (imidazole), [H-].[Na+] (sodium hydride), ClC1=NC=2C=CC(CC2C(=N1)NCC1=CC2=C(C=C1)OCO2)(Cl)Cl (2,6-dichloro-4-(3,4-methylenedioxybenzyl)amino-6-chloroquinazoline).